From a dataset of the Open Reaction Database (ORD), a public repository of structured organic reaction records. describe an organic reaction: reactants, conditions, products, and yield Starting materials: C(=O)([O-])[O-].[Na+].[Na+] (Na2CO3), C(C)(=O)Cl (acetyl chloride), NC1CC2=CC=CC=C2C1 (2-aminoindan), C(C)(=O)Cl (acetyl chloride). Run in O (water), C(C)(=O)OCC (ethyl acetate). Product: C1C(CC2=CC=CC=C12)NC(C)=O (N-Indan-2-yl-acetamide). Reaction SMILES: [NH2:1][CH:2]1[CH2:10][C:9]2[C:4](=[CH:5][CH:6]=[CH:7][CH:8]=2)[CH2:3]1.C([O-])([O-])=O.[Na+].[Na+].[C:17](Cl)(=[O:19])[CH3:18]>C(OCC)(=O)C.O>[CH2:3]1[C:4]2[C:9](=[CH:8][CH:7]=[CH:6][CH:5]=2)[CH2:10][CH:2]1[NH:1][C:17](=[O:19])[CH3:18] |f:1.2.3|. Procedure: To a cooled mixture of 2-aminoindan (1.2 mol, 160.00 g) in ethyl acetate (1019 mL) at about 5-7° C. was added a solution of Na2CO3 (2.4 mol, 254.65 g) in water (1528 mL) while stirring, followed by the addition of a solution of acetyl chloride (1.32 mol, 109.19 g) slowly over 2 hours. The reaction temperature was maintained below 10° C. by adjusting the addition rate. During the addition, a suspension was formed. After the addition of acetyl chloride, the mixture was stirred at the room temperat... Starting materials: C(C)(C)(C)OC(=O)N1C[C@H]([C@@H](C1)C=O)CN(C(C)C)C(C1=CC(=C(C=C1)C)OCCCOC)=O ((3R,4S)-3-({[4-methyl-3-(3-methoxy-propoxy)-benzoyl]-isopropyl-amino}-methyl)-4-formyl-pyrrolidine-1-carboxylic acid tert-butyl ester), solution, CN (methylamine), CO (MeOH), [BH4-].[Na+] (NaBH4). Solvent: CCOC(=O)C.CO (AcOEt MeOH). Product: CCOC(=O)C.CO.[NH4+].[OH-] (AcOEt MeOH NH4OH). Reaction SMILES: [C:1]([O:5]C([N:8]1C[C@@H](C=O)[C@H](CN(C(=O)C2C=CC(C)=[C:23]([O:28][CH2:29][CH2:30]COC)[CH:22]=2)C(C)C)C1)=O)(C)(C)C.CN.C[OH:38].[BH4-].[Na+]>CCOC(C)=O.CO>[CH3:30][CH2:29][O:28][C:23]([CH3:22])=[O:38].[CH3:1][OH:5].[NH4+:8].[OH-:5] |f:3.4,5.6,7.8.9.10|. Procedure details: In a similar manner as described in Example 9 for the reaction step J, the following starting materials is prepared from (3R,4S)-3-({[4-methyl-3-(3-methoxy-propoxy)-benzoyl]-isopropyl-amino}-methyl)-4-formyl-pyrrolidine-1-carboxylic acid tert-butyl ester (prepared under C in example 190) (2 g, 4.2 mmol), 2N solution of methylamine in MeOH (10.5 mL, 21 mmol) and NaBH4 (0.318 g, 8.40 mmol) and purification by flash chromatography on silica gel (AcOEt/MeOH 90:10, then AcOEt/MeOH/NH4OH 89:10:1) to g... Yields the product ClC=1N(C(N(N1)C)=O)CC1=CC(=CC=C1)C(C)=NOCC1=CC=CC=C1 (5-chloro-2-methyl-4-{3-(1-(benzyloxyimino)ethyl)-benzyl}-2,4-dihydro-3H-1,2,4-triazol-3-one). Reactants: compound 249, ClC(Cl)(OC(OC(Cl)(Cl)Cl)=O)Cl (triphosgene), CN(NC(=O)NCC1=CC(=CC=C1)C(C)=NOCC1=CC=CC=C1)C (1,1-dimethyl-4-{3-(1-(benzyloxyimino)ethyl)benzyl}semicarbazide), C(Cl)Cl (methylene chloride). RXN SMILES: Cl[C:2]([Cl:12])(OC(=O)OC(Cl)(Cl)Cl)Cl.C[N:14](C)[NH:15][C:16]([NH:18][CH2:19][C:20]1[CH:25]=[CH:24][CH:23]=[C:22]([C:26](=[N:28][O:29][CH2:30][C:31]2[CH:36]=[CH:35][CH:34]=[CH:33][CH:32]=2)[CH3:27])[CH:21]=1)=[O:17].[CH2:38](Cl)Cl>>[Cl:12][C:2]1[N:18]([CH2:19][C:20]2[CH:25]=[CH:24][CH:23]=[C:22]([C:26](=[N:28][O:29][CH2:30][C:31]3[CH:36]=[CH:35][CH:34]=[CH:33][CH:32]=3)[CH3:27])[CH:21]=2)[C:16](=[O:17])[N:15]([CH3:38])[N:14]=1. Conditions: time 0.5 hour. Procedure details: To a solution of 0.96 g (3.24 mmol) of triphosgene in 10 ml of dry methylene chloride was added dropwise a solution of 0.55 g (1.62 mmol) of 1,1-dimethyl-4-{3-(1-(benzyloxyimino)ethyl)benzyl}semicarbazide (produced in the following Reference Production Example 2) in 15 ml of dry methylene dhloride with ice-cooling. The mixture was removed from an ice bath, then allowed to warm to room temperature and heated under reflux for 4 hours. After allowing to cool to room temperature, the reaction mixtur... Starting materials: C(C)(C)(C)OC(=O)N1[C@@H]([C@H](CC1)O[Si](C)(C)C(C)(C)C)[C@H](C)NC1=C(C(=C(C=C1)C#N)Cl)C ((2R,3S)-1-tert-Butyloxycarbonyl-3-(tert-butyldimethylsilanyloxy)-2-[(1S)-1-(3-chloro-4-cyano-2-methyl-phenylamino)ethyl]pyrrolidine), C1(=CC=CC=C1)C (toluene), C1(=CC=CC=C1)C (Toluene). The solvent is C(=O)(C(F)(F)F)O (TFA), C(Cl)Cl (CH2Cl2). Run at time 5 hour. Yields the product [Si](C)(C)(C(C)(C)C)O[C@@H]1[C@H](NCC1)[C@H](C)NC1=C(C(=C(C=C1)C#N)Cl)C ((2R,3S)-3-(tert-Butyldimethylsilanyloxy)-2-[(1S)-1-(3-chloro-4-cyano-2-methyl-phenylamino)ethyl]pyrrolidine). Yield: 56.4%. RXN SMILES: C(OC([N:8]1[CH2:12][CH2:11][C@H:10]([O:13][Si:14]([C:17]([CH3:20])([CH3:19])[CH3:18])([CH3:16])[CH3:15])[C@H:9]1[C@@H:21]([NH:23][C:24]1[CH:29]=[CH:28][C:27]([C:30]#[N:31])=[C:26]([Cl:32])[C:25]=1[CH3:33])[CH3:22])=O)(C)(C)C.C1(C)C=CC=CC=1>C(O)(C(F)(F)F)=O.C(Cl)Cl>[Si:14]([O:13][C@H:10]1[CH2:11][CH2:12][NH:8][C@@H:9]1[C@@H:21]([NH:23][C:24]1[CH:29]=[CH:28][C:27]([C:30]#[N:31])=[C:26]([Cl:32])[C:25]=1[CH3:33])[CH3:22])([C:17]([CH3:19])([CH3:20])[CH3:18])([CH3:16])[CH3:15]. Reported procedure: Intermediate 61H (825 mg, 1.67 mmol) was dried azeotropically with toluene (2×). The residue was taken up in 15% TFA in CH2Cl2 (10 mL) and stirred at rt for 5 h. Toluene (10 mL) was added and solvent was removed under vacuum. The product was purified by reverse phase HPLC (Phenomenex Luna 30×100 mm S5 C18, 10 min. grad, 25 mL/min, 20-100% B solvent, A=10% MeOH/water+0.1% TFA, B=90% MeOH/Water+0.1% TFA, 4 injections). Solvent was reduced to ˜10% volume and the product was then extracted into EtOA... Reactants: C1(=CC=CC=C1)C#C (phenylacetylene), C(#C)C1=CC=C(C=C1)F (1-ethynyl-4-fluorobenzene), N(=[N+]=[N-])C=1SC(=C(N1)C)C(=O)NCC1=CC=CC=C1 (2-azido-N-benzyl-4-methylthiazole-5-carboxamide). Yields the product C(C1=CC=CC=C1)NC(=O)C1=C(N=C(S1)N1N=NC(=C1)C1=CC=C(C=C1)F)C (N-benzyl-2-(4-(4-fluorophenyl)-1H-1,2,3-triazol-1-yl)-4-methylthiazole-5-carboxamide). The yield is 8.0%. RXN SMILES: C1(C#C)C=CC=CC=1.[C:9]([C:11]1[CH:16]=[CH:15][C:14]([F:17])=[CH:13][CH:12]=1)#[CH:10].[N:18]([C:21]1[S:22][C:23]([C:27]([NH:29][CH2:30][C:31]2[CH:36]=[CH:35][CH:34]=[CH:33][CH:32]=2)=[O:28])=[C:24]([CH3:26])[N:25]=1)=[N+:19]=[N-:20]>>[CH2:30]([NH:29][C:27]([C:23]1[S:22][C:21]([N:18]2[CH:10]=[C:9]([C:11]3[CH:16]=[CH:15][C:14]([F:17])=[CH:13][CH:12]=3)[N:20]=[N:19]2)=[N:25][C:24]=1[CH3:26])=[O:28])[C:31]1[CH:32]=[CH:33][CH:34]=[CH:35][CH:36]=1. Procedure details: Following the procedure as described in Example 10, making variations as necessary to replace phenylacetylene with 1-ethynyl-4-fluorobenzene to react with 2-azido-N-benzyl-4-methylthiazole-5-carboxamide, the title compound was obtained as a white solid in 8% yield: mp 203-205° C. (ethyl acetate/hexanes); 1H NMR (300 MHz, CDCl3) δ 8.77-8.75 (m, 1H), 8.36-8.31 (m, 1H), 7.41-7.16 (m, 8H), 6.10 (br s, 1H), 4.64 (d, J=6.0 Hz, 2H), 2.72 (s, 3H); 13C NMR (75 MHz, CDCl3) δ 161.13, 153.3, 142.3, 137.4, 1... Product: CCCC(CCC)C(=O)[O-], CCCC(CCC)C(=O)[O-], [Mg+2], O. Reactants: CCCC(CCC)C(=O)[O-], CCCC(CCC)C(=O)[O-], CC[O-], CC[O-], CC#N, CCCC(CCC)C(=O)O, CCO, [Mg+2], [Mg+2]. Reaction SMILES: [C:21]([CH:22]([CH2:23][CH2:24][CH3:25])[CH2:26][CH2:27][CH3:28])(=[O:29])[O-:30].[C:32]([CH:33]([CH2:34][CH2:35][CH3:36])[CH2:37][CH2:38][CH3:39])(=[O:40])[O-:41].[CH3:11][CH2:12][O-:13].[CH3:15][CH2:16][O-:17].[CH3:18][C:19]#[N:20].[CH3:1][CH2:2][CH2:3][CH:4]([C:5](=[O:6])[OH:9])[CH2:7][CH2:8][CH3:10].[CH3:42][CH2:43][OH:44].[Mg+2:14].[Mg+2:31]>>[C:21]([CH:22]([CH2:23][CH2:24][CH3:25])[CH2:26][CH2:27][CH3:28])(=[O:29])[O-:30].[C:32]([CH:33]([CH2:34][CH2:35][CH3:36])[CH2:37][CH2:38][CH3:39])(=[O:40])[O-:41].[Mg+2:14].[OH2:9]. The reactants are C(C1=CC=CC=C1)N (benzylamine), C(C)(=O)OC1[C@H](OC(C)=O)[C@@H](OC(C)=O)[C@H](OC(C)=O)CS1 (1,2,3,4-tetra-O-acetyl-5-thio-D-xylopyranose). The solvent is CCOCC (ether). Conditions: time 7 hour. Product: C(C)(=O)O[C@H]1[C@@H](O)SC[C@H]([C@@H]1OC(C)=O)OC(C)=O (2,3,4-tri-O-acetyl-5-thio-α-D-xylopyranose). Yield: 47.3%. As a reaction SMILES: C(N)C1C=CC=CC=1.C([O:12][CH:13]1[S:30][CH2:29][C@@H:24]([O:25][C:26](=[O:28])[CH3:27])[C@H:19]([O:20][C:21](=[O:23])[CH3:22])[C@H:14]1[O:15][C:16](=[O:18])[CH3:17])(=O)C>CCOCC>[C:16]([O:15][C@@H:14]1[C@@H:19]([O:20][C:21](=[O:23])[CH3:22])[C@H:24]([O:25][C:26](=[O:28])[CH3:27])[CH2:29][S:30][C@@H:13]1[OH:12])(=[O:18])[CH3:17]. Procedure details: 22 ml (0.2 mol) of benzylamine are added under an inert atmosphere to a solution of 15 g (44.8.10-3 mol) of 1,2,3,4-tetra-O-acetyl-5-thio-D-xylopyranose in 450 ml of ether. After 7 hours at room temperature (15°-25° C.), the reaction mixture is concentrated under reduced pressure and the residue is dissolved in methylene chloride and washed with a 1N solution of hydrochloric acid, a saturated solution of ammonium chloride and then water. The solution obtained is dried over sodium sulfate and the... Starting materials: BrCC1=CC=C(C=C1)C1=C(C=CC=C1)I (4-bromomethyl-2'-iodobiphenyl), C(CCC)N (butylamine). Solvent: O1CCCC1 (tetrahydrofuran). Product: IC1=C(C=CC=C1)C1=CC=C(C=C1)CNCCCC (N-(2'-iodobiphenyl-4ylmethyl)butylamine). RXN SMILES: Br[CH2:2][C:3]1[CH:8]=[CH:7][C:6]([C:9]2[CH:14]=[CH:13][CH:12]=[CH:11][C:10]=2[I:15])=[CH:5][CH:4]=1.[CH2:16]([NH2:20])[CH2:17][CH2:18][CH3:19]>O1CCCC1>[I:15][C:10]1[CH:11]=[CH:12][CH:13]=[CH:14][C:9]=1[C:6]1[CH:7]=[CH:8][C:3]([CH2:2][NH:20][CH2:16][CH2:17][CH2:18][CH3:19])=[CH:4][CH:5]=1. Procedure details: A solution of 4-bromomethyl-2'-iodobiphenyl (4.0 g; preparable as in Example 2(b)) and butylamine (40 ml) in dry tetrahydrofuran (55 ml) was stirred for 18 hours an ambient temperature then boiled under reflux for 45 minutes. The solvent was evaporated under reduced pressure and the resulting residue was then dissolved in dichloromethane (100 ml) to give a solution which was washed with aqueous potassium hydroxide solution (1M; 2×50 ml), water (50 ml), then hydrochloric acid (5M; 2×50 ml), then ... Reactants: ClCC=1OC(=CN1)C(C)(C)C (2-(chloromethyl)-5-t-butyloxazole), C(C)OP(OCC)OCC (triethylphosphite). Run in C1(=CC=CC=C1)C (toluene). Product: C(C)OP(OCC)(=O)CC=1OC(=CN1)C(C)(C)C ((5-t-butyl-oxazol-2-ylmethyl)-phosphonic acid diethyl ester). Yield: 97.7%. RXN SMILES: Cl[CH2:2][C:3]1[O:4][C:5]([C:8]([CH3:11])([CH3:10])[CH3:9])=[CH:6][N:7]=1.[CH2:12]([O:14][P:15]([O:19]CC)[O:16][CH2:17][CH3:18])[CH3:13]>C1(C)C=CC=CC=1>[CH2:12]([O:14][P:15]([CH2:2][C:3]1[O:4][C:5]([C:8]([CH3:11])([CH3:10])[CH3:9])=[CH:6][N:7]=1)(=[O:19])[O:16][CH2:17][CH3:18])[CH3:13]. Reported procedure: A solution of 2-(chloromethyl)-5-t-butyloxazole (8.00 g, 46.1 mmol) in triethylphosphite (15.3 g, 92.0 mmol) was heated at 120° C. for 18 hours. After cooling the mixture to room temperature, toluene (30 mL) was added and the solution was concentrated in vacuo with a bath temperature of 70° C. This procedure was repeated three times and the resulting brown oil was dried in vacuo at 90° C. for 30 minutes to give (5-t-butyl-oxazol-2-ylmethyl)-phosphonic acid diethyl ester (12.4 g, 98%, C12H22NO4P,... Reactants: S(=O)(Cl)Cl (Thionyl chloride), OCCSC(CCCCCCC(=O)OCC)CCCC(CCCCC)OC(C)=O (ethyl 8-(2-hydroxyethylthio)-12-acetoxyheptadecanoate). The solvent is C1=CC=CC=C1 (benzene). Product: ClCCSC(CCCCCCC(=O)OCC)CCCC(CCCCC)OC(C)=O (ethyl 8-(2-chloroethylthio)-12-acetoxyheptadecanoate). RXN SMILES: S(Cl)([Cl:3])=O.O[CH2:6][CH2:7][S:8][CH:9]([CH2:21][CH2:22][CH2:23][CH:24]([O:30][C:31](=[O:33])[CH3:32])[CH2:25][CH2:26][CH2:27][CH2:28][CH3:29])[CH2:10][CH2:11][CH2:12][CH2:13][CH2:14][CH2:15][C:16]([O:18][CH2:19][CH3:20])=[O:17]>C1C=CC=CC=1>[Cl:3][CH2:6][CH2:7][S:8][CH:9]([CH2:21][CH2:22][CH2:23][CH:24]([O:30][C:31](=[O:33])[CH3:32])[CH2:25][CH2:26][CH2:27][CH2:28][CH3:29])[CH2:10][CH2:11][CH2:12][CH2:13][CH2:14][CH2:15][C:16]([O:18][CH2:19][CH3:20])=[O:17]. Procedure details: Thionyl chloride (13.1 g., 0.11 mole) is added dropwise with stirring to a solution of ethyl 8-(2-hydroxyethylthio)-12-acetoxyheptadecanoate (43.2 g., 0.10 mole) in benzene (150 ml.). The solution is heated at reflux for 2 hours. Then, the solvent and excess thionyl chloride are removed by evaporation in vacuo to leave the title compound as an orange yellow residual oil.